From a dataset of the Open Reaction Database (ORD), a public repository of structured organic reaction records. describe an organic reaction: reactants, conditions, products, and yield Reactants: C1(CCCCCC1)=NO (cycloheptanone oxime), C1=C(C=CC2=CC=CC=C12)C1CCN(CC1)CCCC(=O)OCC (ethyl 4-(4-(2-naphthyl)piperidin-1-yl)-n-butyrate). Yields the product C1=C(C=CC2=CC=CC=C12)C1CCN(CC1)CCCC1=C2C(=NO1)CCCCC2 (3-(3-(4-(2-naphthyl)piperidin-1-yl)propyl)-5,6,7,8-tetrahydro-4H-cyclohepta[c]isoxazole). Reaction SMILES: [C:1]1(=[N:8][OH:9])[CH2:7][CH2:6][CH2:5][CH2:4][CH2:3][CH2:2]1.[CH:10]1[C:19]2[C:14](=[CH:15][CH:16]=[CH:17][CH:18]=2)[CH:13]=[CH:12][C:11]=1[CH:20]1[CH2:25][CH2:24][N:23]([CH2:26][CH2:27][CH2:28][C:29](OCC)=O)[CH2:22][CH2:21]1>>[CH:10]1[C:19]2[C:14](=[CH:15][CH:16]=[CH:17][CH:18]=2)[CH:13]=[CH:12][C:11]=1[CH:20]1[CH2:25][CH2:24][N:23]([CH2:26][CH2:27][CH2:28][C:29]2[O:9][N:8]=[C:1]3[CH2:7][CH2:6][CH2:5][CH2:4][CH2:3][C:2]=23)[CH2:22][CH2:21]1. Procedure: By the same reaction and treatment as in Example 48 using cycloheptanone oxime and ethyl 4-(4-(2-naphthyl)piperidin-1-yl)-n-butyrate, 3-(3-(4-(2-naphthyl)piperidin-1-yl)propyl)-5,6,7,8-tetrahydro-4H-cyclohepta[c]isoxazole is obtained. Starting materials: CC(=O)NC(C)c1nc2ccc(F)cc2n1-c1cncc(Br)c1, O=C([O-])[O-], CS(N)(=O)=O, [Cs+], [Cs+], C1COCCO1, O=C(C=Cc1ccccc1)C=Cc1ccccc1, O=C(C=Cc1ccccc1)C=Cc1ccccc1, O=C(C=Cc1ccccc1)C=Cc1ccccc1, [Pd], [Pd]. Yields the product CC(=O)NC(C)c1nc2ccc(F)cc2n1-c1cncc(NS(C)(=O)=O)c1. RXN SMILES: [Br:7][c:8]1[cH:9][c:10](-[n:14]2[c:15]([CH:24]([CH3:25])[NH:26][C:27]([CH3:28])=[O:29])[n:16][c:17]3[c:18]2[cH:19][c:20]([F:23])[cH:21][cH:22]3)[cH:11][n:12][cH:13]1.[C:1](=[O:2])([O-:3])[O-:4].[CH3:30][S:31](=[O:32])(=[O:33])[NH2:34].[Cs+:5].[Cs+:6].[O:35]1[CH2:36][CH2:37][O:38][CH2:39][CH2:40]1.[O:43]=[C:44]([CH:45]=[CH:46][c:47]1[cH:48][cH:49][cH:50][cH:51][cH:52]1)[CH:53]=[CH:54][c:55]1[cH:56][cH:57][cH:58][cH:59][cH:60]1.[O:61]=[C:62]([CH:63]=[CH:64][c:65]1[cH:66][cH:67][cH:68][cH:69][cH:70]1)[CH:71]=[CH:72][c:73]1[cH:74][cH:75][cH:76][cH:77][cH:78]1.[O:79]=[C:80]([CH:81]=[CH:82][c:83]1[cH:84][cH:85][cH:86][cH:87][cH:88]1)[CH:89]=[CH:90][c:91]1[cH:92][cH:93][cH:94][cH:95][cH:96]1.[Pd:41].[Pd:42]>>[c:8]1([NH:34][S:31]([CH3:30])(=[O:32])=[O:33])[cH:9][c:10](-[n:14]2[c:15]([CH:24]([CH3:25])[NH:26][C:27]([CH3:28])=[O:29])[n:16][c:17]3[c:18]2[cH:19][c:20]([F:23])[cH:21][cH:22]3)[cH:11][n:12][cH:13]1. Reactants: FC1=CC=2C=3N(CCC3CC1)C(=NC2)[C@H](C)N ((S)-1-(5-fluoro-6,7,8,9-tetrahydro-2,9a-diazabenzo[cd]azulen-1-yl)ethylamine), ClC1=C2N=CN(C2=NC=N1)C1OCCCC1 (6-chloro-9-(tetrahydropyran-2-yl)-9H-purine), CCN(C(C)C)C(C)C (DIPEA). Solvent: C(CCC)O (n-butanol). Reaction conditions: temperature 90 celsius, time 16 hour. Yields the product FC1=CC=2C=3N(CCC3CC1)C(=NC2)[C@H](C)NC2=C1N=CNC1=NC=N2 ([(S)-1-(5-Fluoro-6,7,8,9-tetrahydro-2,9a-diazabenzo[cd]azulen-1-yl)ethyl]-(9H-purin-6-yl)amine). Isolated yield 69.1%. As a reaction SMILES: [F:1][C:2]1[CH2:11][CH2:10][C:9]2[CH2:8][CH2:7][N:6]3[C:12]([C@@H:15]([NH2:17])[CH3:16])=[N:13][CH:14]=[C:4]([C:5]=23)[CH:3]=1.Cl[C:19]1[N:27]=[CH:26][N:25]=[C:24]2[C:20]=1[N:21]=[CH:22][N:23]2C1CCCCO1.CCN(C(C)C)C(C)C>C(O)CCC>[F:1][C:2]1[CH2:11][CH2:10][C:9]2[CH2:8][CH2:7][N:6]3[C:12]([C@@H:15]([NH:17][C:19]4[N:27]=[CH:26][N:25]=[C:24]5[C:20]=4[N:21]=[CH:22][NH:23]5)[CH3:16])=[N:13][CH:14]=[C:4]([C:5]=23)[CH:3]=1. Procedure: A mixture of (S)-1-(5-fluoro-6,7,8,9-tetrahydro-2,9a-diazabenzo[cd]azulen-1-yl)ethylamine (70 mg, 0.30 mmol), 6-chloro-9-(tetrahydropyran-2-yl)-9H-purine (71.8 mg, 0.30 mmol), and DIPEA (0.153 mL, 0.90 mmol) in n-butanol (1.5 mL) was stirred in a sealed vial at 90° C. for 16 h. After cooling to RT, volatiles were removed under reduced pressure. The residue was dissolved in MeOH (5 mL) and cooled in an ice bath. HCl in isopropanol (1.25 M, 3 mL) was added and the mixture stirred at 0° C. for 1.5 ... Reactants: N#Cc1ccccc1C=O, O. Product: N#Cc1ccccc1C(=O)O. As a reaction SMILES: [C:1](#[N:2])[c:3]1[c:4]([CH:5]=[O:6])[cH:7][cH:8][cH:9][cH:10]1.[OH2:11]>>[C:1](#[N:2])[c:3]1[c:4]([C:5](=[O:6])[OH:11])[cH:7][cH:8][cH:9][cH:10]1. Reactants: C(C)(=O)NC1=C(C=CC=C1)OS(=O)(=O)C1=CC=C(C=C1)C (toluene-4-sulfonic acid 2-acetylamino-phenyl ester), C(#C)C1=CCCCC1 (1-ethynyl-cyclohexene). Solvent: CCCCCCC.CCOC(=O)C (heptane EtOAc). Product: C1(=CCCCC1)C#CC1=C(C=CC=C1)NC(C)=O (N-(2-Cyclohex-1-enylethynyl-phenyl)acetamide). RXN SMILES: [C:1]([NH:4][C:5]1[CH:10]=[CH:9][CH:8]=[CH:7][C:6]=1OS(C1C=CC(C)=CC=1)(=O)=O)(=[O:3])[CH3:2].[C:22]([C:24]1[CH2:29][CH2:28][CH2:27][CH2:26][CH:25]=1)#[CH:23]>CCCCCCC.CCOC(C)=O>[C:24]1([C:22]#[C:23][C:6]2[CH:7]=[CH:8][CH:9]=[CH:10][C:5]=2[NH:4][C:1](=[O:3])[CH3:2])[CH2:29][CH2:28][CH2:27][CH2:26][CH:25]=1 |f:2.3|. Procedure details: This product was prepared from toluene-4-sulfonic acid 2-acetylamino-phenyl ester and 1-ethynyl-cyclohexene following the general procedure for the Sonogashira cross-coupling process described above. Chromatography eluent: heptane/EtOAc 9:1; yield (115 mg, 96%); 1H NMR δ (CDCl3): 8.39 (d, J=8.53 Hz, 1H), 7.9 (br s, 1H), 7.37 (dm, 1H), 7.31-7.23 (m, 1H), 7.02 (t, J=7.22 Hz, 1H), 6.25 (m, 1H), 2.32-2.12 (m, 7H), 1.76-1.6 (m, 4H); LCMS m/z: 239.